describe an organic reaction: reactants, conditions, products, and yield From a dataset of the Open Reaction Database (ORD), a public repository of structured organic reaction records. Run at time 1 hour. The solvent is C1CCOC1 (THF). The reactants are [Na] (sodium), C(CCC)C1=NC2=CC=C(C=C2C(N1CC1=CC=C(C=C1)C1=C(C=CC=C1)C1=NN=NN1COC)=O)O (2-butyl-6-hydroxy-3-[[2'-(N-methoxymethyltetrazol-5-yl)biphenyl-4-yl]methyl]-4(3H)-quinazolinone), CO (methanol), CO (methanol). The product is C(CCC)C1=NC2=CC=C(C=C2C(N1CC1=CC=C(C=C1)C1=C(C=CC=C1)C1=NN=NN1COC)=O)OC (2-Butyl-6-methoxy-3-[[2'-(N-methoxymethyltetrazol-5-yl)biphenyl-4-yl]methyl]-4(3H)-quinazolinone). The yield is 78.0%. Reported procedure: To a solution of sodium (28 mg) in methanol (3 ml) was added a solution of 2-butyl-6-hydroxy-3-[[2'-(N-methoxymethyltetrazol-5-yl)biphenyl-4-yl]methyl]-4(3H)-quinazolinone (0.6 g) in methanol (5 ml) and THF (5 ml) at 0° C. The solution was stirred at room temperature for 1 hour and evaporated to dryness. The residue was dissolved in DMF (5 ml) and methyl iodide (0.15 ml) was added to the solution. The mixture was stirred at room temperature for 17 hours, poured into water and extracted with ethy... Reaction SMILES: [Na].[CH2:2]([C:6]1[N:15]([CH2:16][C:17]2[CH:22]=[CH:21][C:20]([C:23]3[CH:28]=[CH:27][CH:26]=[CH:25][C:24]=3[C:29]3[N:33]([CH2:34][O:35][CH3:36])[N:32]=[N:31][N:30]=3)=[CH:19][CH:18]=2)[C:14](=[O:37])[C:13]2[C:8](=[CH:9][CH:10]=[C:11]([OH:38])[CH:12]=2)[N:7]=1)[CH2:3][CH2:4][CH3:5].[CH3:39]O>C1COCC1>[CH2:2]([C:6]1[N:15]([CH2:16][C:17]2[CH:18]=[CH:19][C:20]([C:23]3[CH:28]=[CH:27][CH:26]=[CH:25][C:24]=3[C:29]3[N:33]([CH2:34][O:35][CH3:36])[N:32]=[N:31][N:30]=3)=[CH:21][CH:22]=2)[C:14](=[O:37])[C:13]2[C:8](=[CH:9][CH:10]=[C:11]([O:38][CH3:39])[CH:12]=2)[N:7]=1)[CH2:3][CH2:4][CH3:5] |^1:0|.